This data is from the Open Reaction Database (ORD), a public repository of structured organic reaction records. The task is: describe an organic reaction: reactants, conditions, products, and yield The reactants are C(C(C)C)N1N=CC(=C1)B1OC(C(O1)(C)C)(C)C (1-isobutyl-4-(4,4,5,5-tetramethyl-1,3,2-dioxaborolan-2-yl)-1H-pyrazole), BrC1=CC=C(C(=O)NCC2=CC=3N(C=C2)C=CN3)C=C1 (4-bromo-N-(imidazo[1,2-a]pyridin-7-ylmethyl)benzamide), BrC1=CC=C(N)C=C1 (4-bromoaniline). Yields the product N=1C=CN2C1C=C(C=C2)CNC(C2=CC=C(C=C2)C=2CCN(CC2)C2=NC=NC=C2)=O (N-(imidazo[1,2-a]pyridin-7-ylmethyl)-4-[1-(pyrimidin-4-yl)-1,2,3,6-tetrahydropyridin-4-yl]benzamide). RXN SMILES: [CH2:1]([N:5]1[CH:9]=[C:8](B2OC(C)(C)C(C)(C)O2)[CH:7]=[N:6]1)C(C)C.Br[C:20]1[CH:38]=[CH:37][C:23]([C:24]([NH:26][CH2:27][C:28]2[CH:33]=[CH:32][N:31]3[CH:34]=[CH:35][N:36]=[C:30]3[CH:29]=2)=[O:25])=[CH:22][CH:21]=1.Br[C:40]1[CH:46]=[CH:45][C:43]([NH2:44])=C[CH:41]=1>>[N:36]1[CH:35]=[CH:34][N:31]2[CH:32]=[CH:33][C:28]([CH2:27][NH:26][C:24](=[O:25])[C:23]3[CH:37]=[CH:38][C:20]([C:46]4[CH2:45][CH2:43][N:44]([C:9]5[CH:8]=[CH:7][N:6]=[CH:1][N:5]=5)[CH2:41][CH:40]=4)=[CH:21][CH:22]=3)=[CH:29][C:30]=12. Procedure details: The title compound was prepared as described in Example 51A, substituting 4-(4-(4,4,5,5-tetramethyl-1,3,2-dioxaborolan-2-yl)-5,6-dihydropyridin-1(2H)-yl)pyrimidine for 1-isobutyl-4-(4,4,5,5-tetramethyl-1,3,2-dioxaborolan-2-yl)-1H-pyrazole and 4-bromo-N-(imidazo[1,2-a]pyridin-7-ylmethyl)benzamide for 4-bromoaniline. 1H NMR (400 MHz, DMSO d6) δ ppm 9.32 (t, J=5.9 Hz, 1H), 8.90-8.80 (m, 2H), 8.38 (dd, J=7.5, 1.2 Hz, 1H), 8.31 (d, J=2.0 Hz, 1H), 8.14 (d, J=2.1 Hz, 1H), 7.95 (d, J=8.5 Hz, 2H), 7.80 (... Starting materials: CCO, CCOC(=O)CCN(C)C(=O)c1ccc(NC(c2oc3ccc(F)cc3c2COC)C2CCCCC2)cc1, [Na+], C1CCOC1, [OH-]. Product: COCc1c(C(Nc2ccc(C(=O)N(C)CCC(=O)O)cc2)C2CCCCC2)oc2ccc(F)cc12. RXN SMILES: [CH3:46][CH2:47][OH:48].[CH:1]1([CH:7]([c:8]2[o:9][c:10]3[c:11]([c:12]2[CH2:13][O:14][CH3:15])[cH:16][c:17]([F:20])[cH:18][cH:19]3)[NH:21][c:22]2[cH:23][cH:24][c:25]([C:28](=[O:29])[N:30]([CH2:31][CH2:32][C:33](=[O:34])[O:35][CH2:36][CH3:37])[CH3:38])[cH:26][cH:27]2)[CH2:2][CH2:3][CH2:4][CH2:5][CH2:6]1.[Na+:45].[O:39]1[CH2:40][CH2:41][CH2:42][CH2:43]1.[OH-:44]>>[CH:1]1([CH:7]([c:8]2[o:9][c:10]3[c:11]([c:12]2[CH2:13][O:14][CH3:15])[cH:16][c:17]([F:20])[cH:18][cH:19]3)[NH:21][c:22]2[cH:23][cH:24][c:25]([C:28](=[O:29])[N:30]([CH2:31][CH2:32][C:33](=[O:34])[OH:35])[CH3:38])[cH:26][cH:27]2)[CH2:2][CH2:3][CH2:4][CH2:5][CH2:6]1. Reactants: C(C)(=O)NC[C@@H]1CN(CCO[C@H]1C1=CC(=C(C=C1)Cl)Cl)C(=O)OC(C)(C)C (tert-butyl (6R,7R)-6-[(acetylamino)methyl]-7-(3,4-dichlorophenyl)-1,4-oxazepane-4-carboxylate), C(C)(=O)OCC.Cl (hydrogen chloride-ethyl acetate). Solvent: C(C)O (ethanol). Reaction conditions: time 1.5 hour. The product is ClC=1C=C(C=CC1Cl)[C@H]1[C@@H](CNCCO1)CNC(C)=O (N-{[(6S,7R)-7-(3,4-dichlorophenyl)-1,4-oxazepan-6-yl]methyl}acetamide). Isolated yield 60.4%. RXN SMILES: [C:1]([NH:4][CH2:5][C@H:6]1[C@H:12]([C:13]2[CH:18]=[CH:17][C:16]([Cl:19])=[C:15]([Cl:20])[CH:14]=2)[O:11][CH2:10][CH2:9][N:8](C(OC(C)(C)C)=O)[CH2:7]1)(=[O:3])[CH3:2].C(OCC)(=O)C.Cl>C(O)C>[Cl:20][C:15]1[CH:14]=[C:13]([C@@H:12]2[O:11][CH2:10][CH2:9][NH:8][CH2:7][C@H:6]2[CH2:5][NH:4][C:1](=[O:3])[CH3:2])[CH:18]=[CH:17][C:16]=1[Cl:19] |f:1.2|. Procedure: To a solution of tert-butyl (6R,7R)-6-[(acetylamino)methyl]-7-(3,4-dichlorophenyl)-1,4-oxazepane-4-carboxylate (160 mg) in ethanol (0.5 mL) was added 4.0 M hydrogen chloride-ethyl acetate solution (3 mL), and the mixture was stirred at room temperature for 1.5 hr. The solvent was evaporated under reduced pressure. To the residue was added 1 N aqueous sodium hydroxide solution, and the mixture was extracted twice with ethyl acetate. The combined organic layers were washed with brine, and dried ov...